Dataset: the Open Reaction Database (ORD), a public repository of structured organic reaction records. Task: describe an organic reaction: reactants, conditions, products, and yield The reactants are [N+](=O)(O)[O-] (Nitric acid), CC1=NOC(=C1C1=C(C=C2C(C=CNC2=C1)=O)OC)C (7-(3,5-dimethyl-4-isoxazolyl)-6-(methyloxy)-4(1H)-quinolinone), Intermediate 6. Run in C(CC)(=O)O (propionic acid). Run at temperature 100 celsius, time 1 hour. Yields the product CC1=NOC(=C1C1=C(C=C2C(=C(C=NC2=C1)[N+](=O)[O-])O)OC)C (7-(3,5-dimethyl-4-isoxazolyl)-6-(methyloxy)-3-nitro-4-quinolinol). Yield: 62.1%. As a reaction SMILES: [N+:1]([O-:4])(O)=[O:2].[CH3:5][C:6]1[C:10]([C:11]2[CH:20]=[C:19]3[C:14]([C:15](=[O:21])[CH:16]=[CH:17][NH:18]3)=[CH:13][C:12]=2[O:22][CH3:23])=[C:9]([CH3:24])[O:8][N:7]=1>C(O)(=O)CC>[CH3:5][C:6]1[C:10]([C:11]2[CH:20]=[C:19]3[C:14]([C:15]([OH:21])=[C:16]([N+:1]([O-:4])=[O:2])[CH:17]=[N:18]3)=[CH:13][C:12]=2[O:22][CH3:23])=[C:9]([CH3:24])[O:8][N:7]=1. Reported procedure: Nitric acid (1.86 g, 1.32 ml, 29.5 mmol) was added dropwise to a stirred solution of 7-(3,5-dimethyl-4-isoxazolyl)-6-(methyloxy)-4(1H)-quinolinone (for a preparation see Intermediate 6) (6.9 g, 25.6 mmol) in propionic acid (70 ml). After complete addition the reaction mixture was stirred at 100° C. for 1 h. The reaction mixture was cooled to room temperature, the solid was filtered off, washed with diethyl ether and dried to give 7-(3,5-dimethyl-4-isoxazolyl)-6-(methyloxy)-3-nitro-4-quinolinol (... Reaction SMILES: [O:1]1[CH2:5][CH:2]1[CH:3]=[CH2:4].[C:6]([O:9]C(=O)C)(=[O:8])[CH3:7].[C:13](O)(=[O:15])[CH3:14]>COCCOCCOC>[C:6]([O:9][CH:2]([CH2:5][O:1][C:13](=[O:15])[CH3:14])[CH:3]=[CH2:4])(=[O:8])[CH3:7]. Reactants: O1C(C=C)C1 (3,4-epoxy-1-butene), C(C)(=O)OC(C)=O (acetic anhydride), C(C)(=O)O (acetic acid). Product: C(C)(=O)OC(C=C)COC(C)=O (3,4-diacetoxy-1-butene). Run in COCCOCCOC (diglyme). Procedure: A 300-mL autoclave was charged with 40 mL (0.50 mol) of 3,4-epoxy-1-butene, 67.3 g (0.66 mol) acetic anhydride, 5.82 g (0.097 mol) of acetic acid and 4.2 mL of diglyme. The autoclave was purged with nitrogen twice, then the vessel was pressurized to 8 bars (100 psig) with nitrogen. The agitator was started and an initial sample was taken. The mixture was heated to 125° C. During the course of 2.5 hrs, samples were taken every 15 min for analysis by GC. GC analysis of the crude mixture after 2.5 ... Reaction conditions: temperature 125 celsius, time 15 minute. Yield: 11.0%. The reactants are CCOC(=O)c1c[nH]c2cccc(OC)c2c1=O, [Na+], [OH-]. Yields the product COc1cccc2[nH]cc(C(=O)O)c(=O)c12. RXN SMILES: [CH2:1]([CH3:2])[O:3][C:4](=[O:5])[c:6]1[cH:7][nH:8][c:9]2[cH:10][cH:11][cH:12][c:13]([O:17][CH3:18])[c:14]2[c:15]1=[O:16].[Na+:20].[OH-:19]>>[O:3]=[C:4]([OH:5])[c:6]1[cH:7][nH:8][c:9]2[cH:10][cH:11][cH:12][c:13]([O:17][CH3:18])[c:14]2[c:15]1=[O:16]. Reactants: BrC1=CC(=C(C(=O)O)C=C1)F (4-Bromo-2-fluorobenzoic acid), NC(C(=O)O)(C)C (2-aminoisobutyric acid), C(=O)([O-])[O-].[K+].[K+] (K2CO3), TEA, C(C)(=O)C1C(CCCC1)=O (2-acetyl cyclohexanone). Reagents/catalysts: [Cu]I (CuI). Run in CN(C)C=O (DMF), O (water), O (H2O). Run at temperature 90 celsius, time 14 hour. Product: C(=O)(O)C(C)(C)NC1=CC(=C(C(=O)O)C=C1)F (4-(2-carboxypropan-2-ylamino)-2-fluorobenzoic acid). Isolated yield 72.7%. Reaction SMILES: Br[C:2]1[CH:10]=[CH:9][C:5]([C:6]([OH:8])=[O:7])=[C:4]([F:11])[CH:3]=1.[NH2:12][C:13]([CH3:18])([CH3:17])[C:14]([OH:16])=[O:15].C([O-])([O-])=O.[K+].[K+].C(C1CCCCC1=O)(=O)C>CN(C=O)C.[Cu]I.O>[C:14]([C:13]([NH:12][C:2]1[CH:10]=[CH:9][C:5]([C:6]([OH:8])=[O:7])=[C:4]([F:11])[CH:3]=1)([CH3:18])[CH3:17])([OH:16])=[O:15] |f:2.3.4|. Procedure: 4-Bromo-2-fluorobenzoic acid (20 g, 91.3 mmol), 2-aminoisobutyric acid (14.5 g, 140 mmol), CuI (3.47 g, 18.22 mmol) and K2CO3 (31.56 g, 227.91 mmol) were mixed in DMF (200 mL), H2O (20 mL) and TEA (0.63 mL, 4.54 mmol). To the reaction mixture was then added 2-acetyl cyclohexanone (2.4 g, 17.1 mmol). The reaction mixture was stirred at 90° C. for 14 h. After completion of the reaction water was added. Aqueous layer was washed with ethyl acetate. Aqueous layer was made acidic by adding 1M citric a... Reactants: CN(C)C=O, CS(=O)(=O)c1cnc(O)c([N+](=O)[O-])c1, O=S(Cl)Cl. Product: CS(=O)(=O)c1cnc(N)c([N+](=O)[O-])c1. Reaction SMILES: [CH3:19][N:20]([CH3:21])[CH:22]=[O:23].[CH3:1][S:2](=[O:3])(=[O:4])[c:5]1[cH:6][c:7]([N+:12](=[O:13])[O-:14])[c:8]([OH:11])[n:9][cH:10]1.[S:15]([Cl:16])([Cl:17])=[O:18]>>[CH3:1][S:2](=[O:3])(=[O:4])[c:5]1[cH:6][c:7]([N+:12](=[O:13])[O-:14])[c:8]([NH2:20])[n:9][cH:10]1. The reactants are OCc1cnc(Cl)c(Cl)c1, ClCCl, Cl, O=P(Cl)(Cl)Cl, c1ccncc1. Product: ClCc1cnc(Cl)c(Cl)c1. Reaction SMILES: [Cl:1][c:2]1[n:3][cH:4][c:5]([CH2:9][OH:10])[cH:6][c:7]1[Cl:8].[Cl:23][CH2:24][Cl:25].[ClH:22].[P:17]([Cl:18])([Cl:19])([Cl:20])=[O:21].[cH:11]1[cH:12][cH:13][n:14][cH:15][cH:16]1>>[Cl:1][c:2]1[n:3][cH:4][c:5]([CH2:9][Cl:19])[cH:6][c:7]1[Cl:8].